describe an organic reaction: reactants, conditions, products, and yield From a dataset of the Open Reaction Database (ORD), a public repository of structured organic reaction records. Reactants: CCN=C=NCCCN(C)C (EDCI), OC1=CC=CC=2NN=NC21 (hydroxybenzotriazole), FC(C1=CC=C(CN)C=C1)(F)F (4-trifluoromethylbenzylamine), NC1=C(C(=O)O)C=CC=C1O (2-amino-3-hydroxybenzoic acid). Run in CN(C)C=O (DMF). Conditions: time 20 hour. Yields the product FC(C1=CC=C(CNC(C2=C(C(=CC=C2)O)N)=O)C=C1)(F)F (N-(4-(trifluoromethyl)benzyl)-2-amino-3-hydroxybenzamide). Yield: 86.0%. As a reaction SMILES: [NH2:1][C:2]1[C:10]([OH:11])=[CH:9][CH:8]=[CH:7][C:3]=1[C:4]([OH:6])=O.CCN=C=NCCCN(C)C.OC1C2N=NNC=2C=CC=1.[F:33][C:34]([F:44])([F:43])[C:35]1[CH:42]=[CH:41][C:38]([CH2:39][NH2:40])=[CH:37][CH:36]=1>CN(C=O)C>[F:33][C:34]([F:43])([F:44])[C:35]1[CH:42]=[CH:41][C:38]([CH2:39][NH:40][C:4](=[O:6])[C:3]2[CH:7]=[CH:8][CH:9]=[C:10]([OH:11])[C:2]=2[NH2:1])=[CH:37][CH:36]=1. Procedure: 2-amino-3-hydroxybenzoic acid (2 g, 13 mmol) was dissolved in 20 ml of DMF and at 0° C. EDCI (2.7 g, 1.2 equiv.), hydroxybenzotriazole (1.9 g, 1.2 equiv.) and 4-trifluoromethylbenzylamine (2 ml, 1.2 equiv.) were added. The mixture was stirred at rt for 20 hours. The solvent was evaporated and the crude was dissolved in AcOEt (30 ml) and washed with water (1×20 ml) and brine. The organic phase was dried over sodium sulfate and concentrated under vacuum. The purification of the crude residue by cr... Reactants: C(CCC)C1=C(C(=NC2=CC=C(C=C12)C(O)(C1=CC=NC=C1)C1=CN=CN1C)Cl)C1=CC=CC=C1.C(=O)(C(F)(F)F)O ((4-Butyl-2-chloro-3-phenylquinolin-6-yl)(1-methyl-1H-imidazol-5-yl)pyridin-4-ylmethanol•TFA), O([Na])C(C)C (NaOiPr), O([Na])C(C)C (NaOiPr). The solvent is CC(C)O (iPrOH). Reaction conditions: temperature 80 celsius. Product: C(CCC)C1=C(C=NC2=CC=C(C=C12)C(O)(C1=CC=NC=C1)C1=CN=CN1C)C1=CC=CC=C1.C(=O)(C(F)(F)F)O ((4-Butyl-3-phenylquinolin-6-yl)(1-methyl-1H-imidazol-5-yl)pyridin-4-ylmethanol•TFA). As a reaction SMILES: [CH2:1]([C:5]1[C:14]2[C:9](=[CH:10][CH:11]=[C:12]([C:15]([C:23]3[N:27]([CH3:28])[CH:26]=[N:25][CH:24]=3)([C:17]3[CH:22]=[CH:21][N:20]=[CH:19][CH:18]=3)[OH:16])[CH:13]=2)[N:8]=[C:7](Cl)[C:6]=1[C:30]1[CH:35]=[CH:34][CH:33]=[CH:32][CH:31]=1)[CH2:2][CH2:3][CH3:4].[C:36]([OH:42])([C:38]([F:41])([F:40])[F:39])=[O:37].O(C(C)C)[Na]>CC(O)C>[CH2:1]([C:5]1[C:14]2[C:9](=[CH:10][CH:11]=[C:12]([C:15]([C:23]3[N:27]([CH3:28])[CH:26]=[N:25][CH:24]=3)([C:17]3[CH:22]=[CH:21][N:20]=[CH:19][CH:18]=3)[OH:16])[CH:13]=2)[N:8]=[CH:7][C:6]=1[C:30]1[CH:35]=[CH:34][CH:33]=[CH:32][CH:31]=1)[CH2:2][CH2:3][CH3:4].[C:36]([OH:42])([C:38]([F:41])([F:40])[F:39])=[O:37] |f:0.1,4.5|. Procedure details: A mixture of (4-butyl-2-chloro-3-phenylquinolin-6-yl)(1-methyl-1H-imidazol-5-yl)pyridin-4-ylmethanol•TFA (16 mg, 0.023 mmol, Example 78) and NaOiPr (19 mg, 0.23 mmol) in iPrOH (0.4 mL) was heated in a sealed tube at 80° C. for 17 hours, and more NaOiPr (7 mg, 0.085 mmol) was added. The mixture was heated for 64 hours and purified by reverse phase HPLC (water/acetonitrile/0.1% TFA) to provide the title compound. 1H NMR (400 MHz, MeOH-d4) δ 9.08 (s, 1H), 8.90 (s, 1H), 8.77 (d, J=6.57 Hz, 3H), 8.29... Reactants: C(CCC)N1C(=CC=C1CCC)CC1=CC(=CC=C1)NC(=O)N (1-butyl-2-(3'-ureidobenzyl)-5-propylpyrrole). Solvent: C(C)(=O)O (acetic acid). Reaction conditions: temperature 0 celsius. The product is C(CCC)N1[C@H](CC[C@H]1CCC)CC1=CC(=CC=C1)NC(=O)N (cis-1-butyl-2-(3'-ureidobenzyl)-5-propylpyrrolidine), C(CCC)N1[C@H](CC[C@@H]1CCC)CC1=CC(=CC=C1)NC(=O)N (trans-1-butyl-2-(3'-ureidobenzyl)-5-propylpyrrolidine). The yield is 5.0%. As a reaction SMILES: [CH2:1]([N:5]1[C:9]([CH2:10][CH2:11][CH3:12])=[CH:8][CH:7]=[C:6]1[CH2:13][C:14]1[CH:19]=[CH:18][CH:17]=[C:16]([NH:20][C:21]([NH2:23])=[O:22])[CH:15]=1)[CH2:2][CH2:3][CH3:4]>C(O)(=O)C>[CH2:1]([N:5]1[C@H:9]([CH2:10][CH2:11][CH3:12])[CH2:8][CH2:7][C@@H:6]1[CH2:13][C:14]1[CH:19]=[CH:18][CH:17]=[C:16]([NH:20][C:21]([NH2:23])=[O:22])[CH:15]=1)[CH2:2][CH2:3][CH3:4].[CH2:1]([N:5]1[C@@H:9]([CH2:10][CH2:11][CH3:12])[CH2:8][CH2:7][C@@H:6]1[CH2:13][C:14]1[CH:19]=[CH:18][CH:17]=[C:16]([NH:20][C:21]([NH2:23])=[O:22])[CH:15]=1)[CH2:2][CH2:3][CH3:4]. Procedure details: A solution of 3 g (90 mmol) of 1-butyl-2-(3'-ureidobenzyl)-5-propylpyrrole in 150 ml of glacial acetic acid was hydrogenated at 45 p.s.i. in the presence of 2 g of 5% rodium on activated alumina as catalyst, for 41/2 hours. The catalyst was then separated by filtration and the filtrate evaporated in vacuo. The residue was suspended in 100 ml of ethyl acetate, cooled to 0° C. and 30 ml of concentrated ammonium hydroxide was added thereto. The organic phase was separated, dried and evaporated in v... Reactants: FC1=C(C(=CC=C1)F)N1C(C=CC2=C1N=C(N=C2C2=C(C=C(C=C2)F)C)S(=O)(=O)C)=O (8-(2,6-difluoro-phenyl)-4-(4-fluoro-2-methyl-phenyl)-2-methane-sulfonyl-8H-pyrido[2,3-d]pyrimidin-7-one), NCCO (2-aminoethanol). Yields the product FC1=C(C(=CC=C1)F)N1C(C=CC2=C1N=C(N=C2C2=C(C=C(C=C2)F)C)NCCO)=O (8-(2,6-difluoro-phenyl)-4-(4-fluoro-2-methyl-phenyl)-2-(2-hydroxy-ethylamino)-8H-pyrido[2,3-d]pyrimidin-7-one). Reaction SMILES: [F:1][C:2]1[CH:7]=[CH:6][CH:5]=[C:4]([F:8])[C:3]=1[N:9]1[C:14]2[N:15]=[C:16](S(C)(=O)=O)[N:17]=[C:18]([C:19]3[CH:24]=[CH:23][C:22]([F:25])=[CH:21][C:20]=3[CH3:26])[C:13]=2[CH:12]=[CH:11][C:10]1=[O:31].[NH2:32][CH2:33][CH2:34][OH:35]>>[F:1][C:2]1[CH:7]=[CH:6][CH:5]=[C:4]([F:8])[C:3]=1[N:9]1[C:14]2[N:15]=[C:16]([NH:32][CH2:33][CH2:34][OH:35])[N:17]=[C:18]([C:19]3[CH:24]=[CH:23][C:22]([F:25])=[CH:21][C:20]=3[CH3:26])[C:13]=2[CH:12]=[CH:11][C:10]1=[O:31]. Procedure: The product of Example 48, and 2-aminoethanol were reacted by the procedure of Example 60 to afford the title compound 8-(2,6-difluoro-phenyl)-4-(4-fluoro-2-methyl-phenyl)-2-(2-hydroxy-ethylamino)-8H-pyrido[2,3-d]pyrimidin-7-one. 1H-NMR (CDCl3) δ 2.26 (s, 3H), 3.18 (m, 2H), 3.53 (m, 2H), 3.70 (br s, 1H), 6.21 (br s, 1H), 6.40 (d, 1H, J=9.7 Hz), 7.09 (m, 4H), 7.21-7.65 (m, 3H). LC MS (m/e)=427 (MH+). Rt=1.96 min Reactants: C(CC)OC1=CC=C(C(=O)NC2=C(C=CC=C2)NC(C2=CC=C(C=C2)OCCC)=O)C=C1 (N,N'-Bis(p-propoxybenzoyl)-o-phenylenediamine), C(CC)OC1=CC=C(C(=O)Cl)C=C1 (p-propoxybenzoyl chloride), C1(=C(C=CC=C1)N)N (o-phenylenediamine), Cl (hydrochloric acid), C([O-])(O)=O.[Na+] (sodium bicarbonate). Product: OC1=CC=C(C=C1)C=1NC2=C(N1)C=CC=C2 (2-(p-hydroxyphenyl)benzimidazole). Isolated yield 76.0%. As a reaction SMILES: C(OC1C=CC(C([NH:11][C:12]2[CH:17]=[CH:16][CH:15]=[CH:14][C:13]=2[NH:18][C:19](=O)[C:20]2[CH:25]=[CH:24][C:23]([O:26]CCC)=[CH:22][CH:21]=2)=O)=CC=1)CC.C(OC1C=CC(C(Cl)=O)=CC=1)CC.C1(N)C=CC=CC=1N.Cl.C(=O)(O)[O-].[Na+]>>[OH:26][C:23]1[CH:24]=[CH:25][C:20]([C:19]2[NH:11][C:12]3[CH:17]=[CH:16][CH:15]=[CH:14][C:13]=3[N:18]=2)=[CH:21][CH:22]=1 |f:4.5|. Procedure: N,N'-Bis(p-propoxybenzoyl)-o-phenylenediamine (m.p. 196° C.) [prepared in 86% yield from p-propoxybenzoyl chloride and o-phenylenediamine was heated (200° C.) for four hours with concentrated hydrochloric acid. Mixture was cooled, neutralized with sodium bicarbonate and filtered. Recrystallization from ethanol gave 2-(p-hydroxyphenyl)benzimidazole (Yield 76%, m.p. 286°-288° C.). A well stirred mixture of 2-(p-hydroxyphenyl)benzimidazole (0.1 mole), iodoethane (0.1 mole) and sodium bicarbonate (0... Reactants: CO, O=P(OCCOS(=O)(=O)c1ccc(Br)cc1)(N(CCCl)CCCl)N(CCCl)CCCl, [Na+], [OH-], OCCS. The product is O=P(OCCSCCO)(N(CCCl)CCCl)N(CCCl)CCCl. As a reaction SMILES: [CH3:37][OH:38].[Cl:7][CH2:8][CH2:9][N:10]([P:11]([O:12][CH2:13][CH2:14][O:15][S:16]([c:17]1[cH:18][cH:19][c:20]([Br:21])[cH:22][cH:23]1)(=[O:24])=[O:25])(=[O:26])[N:27]([CH2:28][CH2:29][Cl:30])[CH2:31][CH2:32][Cl:33])[CH2:34][CH2:35][Cl:36].[Na+:6].[OH-:5].[SH:1][CH2:2][CH2:3][OH:4]>>[S:1]([CH2:2][CH2:3][OH:4])[CH2:14][CH2:13][O:12][P:11]([N:10]([CH2:9][CH2:8][Cl:7])[CH2:34][CH2:35][Cl:36])(=[O:26])[N:27]([CH2:28][CH2:29][Cl:30])[CH2:31][CH2:32][Cl:33].